describe an organic reaction: reactants, conditions, products, and yield From a dataset of the Open Reaction Database (ORD), a public repository of structured organic reaction records. Reactants: COC(=O)C1=C(CC(=C(C1)O[Si](C)(C)C)O[Si](C)(C)C)C(=O)OC (4,5-bis(trimethylsilyloxy)cyclohexa-1,4-diene-1,2-dicarboxylic acid dimethyl ester), C(C1=CC=CC=C1)OC1=CC=C(N)C=C1 (4-benzyloxyaniline). Run in C(C)(=O)O (acetic acid). Product: COC(C=1C(C(=O)OC)=CC(=C(C1)NC1=CC=C(C=C1)OCC1=CC=CC=C1)NC1=CC=C(C=C1)OCC1=CC=CC=C1)=O (4,5-Bis(4-benzyloxy-anilino)phthalic acid dimethyl ester). As a reaction SMILES: [CH3:1][O:2][C:3]([C:5]1[CH2:10][C:9](O[Si](C)(C)C)=[C:8](O[Si](C)(C)C)[CH2:7][C:6]=1[C:21]([O:23][CH3:24])=[O:22])=[O:4].[CH2:25]([O:32][C:33]1[CH:39]=[CH:38][C:36]([NH2:37])=[CH:35][CH:34]=1)[C:26]1[CH:31]=[CH:30][CH:29]=[CH:28][CH:27]=1>C(O)(=O)C>[CH3:1][O:2][C:3](=[O:4])[C:5]1[C:6](=[CH:7][C:8]([NH:37][C:36]2[CH:35]=[CH:34][C:33]([O:32][CH2:25][C:26]3[CH:27]=[CH:28][CH:29]=[CH:30][CH:31]=3)=[CH:39][CH:38]=2)=[C:9]([NH:37][C:36]2[CH:35]=[CH:34][C:33]([O:32][CH2:25][C:26]3[CH:27]=[CH:28][CH:29]=[CH:30][CH:31]=3)=[CH:39][CH:38]=2)[CH:10]=1)[C:21]([O:23][CH3:24])=[O:22]. Procedure details: A solution of 2.4 g (6 mmol) of 4,5-bis(trimethylsilyloxy)cyclohexa-1,4-diene-1,2-dicarboxylic acid dimethyl ester (Example 1a) and 4.8 g (24 mmol) of 4-benzyloxyaniline in 24 ml of glacial acetic acid is boiled under reflux for 2 hours. The reaction mixture is cooled, the solvent is evaporated off and the dark-brown residue is dissolved in dichloromethane and the solution is washed in succession with 20 ml of 1N HCl, 50 ml of saturated NaHCO3 and twice with 20 ml of water, dried with sodium sul... The reactants are CC(C)(C)C(=O)OCC1OC(Oc2n[nH]c3nccc(CCc4ccc(OC(=O)C(C)(C)C)cc4)c23)C(OC(=O)C(C)(C)C)C(OC(=O)C(C)(C)C)C1OC(=O)C(C)(C)C, O=C([O-])[O-], CC(C)=O, [Cs+], [Cs+], CC(C)I. Yields the product CC(C)n1nc(OC2OC(COC(=O)C(C)(C)C)C(OC(=O)C(C)(C)C)C(OC(=O)C(C)(C)C)C2OC(=O)C(C)(C)C)c2c(CCc3ccc(OC(=O)C(C)(C)C)cc3)ccnc21. Reaction SMILES: [C:1]([C:2]([CH3:3])([CH3:4])[CH3:5])(=[O:6])[O:7][CH:8]1[CH:9]([O:36][c:37]2[n:38][nH:39][c:40]3[n:41][cH:42][cH:43][c:44]([CH2:46][CH2:47][c:48]4[cH:49][cH:50][c:51]([O:54][C:55]([C:56]([CH3:57])([CH3:58])[CH3:59])=[O:60])[cH:52][cH:53]4)[c:45]23)[O:10][CH:11]([CH2:28][O:29][C:30]([C:31]([CH3:32])([CH3:33])[CH3:34])=[O:35])[CH:12]([O:21][C:22]([C:23]([CH3:24])([CH3:25])[CH3:26])=[O:27])[CH:13]1[O:14][C:15]([C:16]([CH3:17])([CH3:18])[CH3:19])=[O:20].[C:61](=[O:62])([O-:63])[O-:64].[CH3:71][C:72](=[O:73])[CH3:74].[Cs+:65].[Cs+:66].[I:67][CH:68]([CH3:69])[CH3:70]>>[C:1]([C:2]([CH3:3])([CH3:4])[CH3:5])(=[O:6])[O:7][CH:8]1[CH:9]([O:36][c:37]2[n:38][n:39]([CH:68]([CH3:69])[CH3:70])[c:40]3[n:41][cH:42][cH:43][c:44]([CH2:46][CH2:47][c:48]4[cH:49][cH:50][c:51]([O:54][C:55]([C:56]([CH3:57])([CH3:58])[CH3:59])=[O:60])[cH:52][cH:53]4)[c:45]23)[O:10][CH:11]([CH2:28][O:29][C:30]([C:31]([CH3:32])([CH3:33])[CH3:34])=[O:35])[CH:12]([O:21][C:22]([C:23]([CH3:24])([CH3:25])[CH3:26])=[O:27])[CH:13]1[O:14][C:15]([C:16]([CH3:17])([CH3:18])[CH3:19])=[O:20]. Reactants: ClC1=NC2=CC=C(C=C2N=C1OC)F (2-chloro-6-fluoro-3-methoxyquinoxaline), O.NN (hydrazine hydrate), O.NN (hydrazine hydrate). Solvent: C(C)O (ethanol). Reaction conditions: temperature 20 celsius, time 16 hour. Product: FC=1C=C2N=C(C(=NC2=CC1)NN)OC (6-fluoro-2-hydrazino-3-methoxyquinoxaline). As a reaction SMILES: Cl[C:2]1[C:11]([O:12][CH3:13])=[N:10][C:9]2[C:4](=[CH:5][CH:6]=[C:7]([F:14])[CH:8]=2)[N:3]=1.O.[NH2:16][NH2:17]>C(O)C>[F:14][C:7]1[CH:8]=[C:9]2[C:4](=[CH:5][CH:6]=1)[N:3]=[C:2]([NH:16][NH2:17])[C:11]([O:12][CH3:13])=[N:10]2 |f:1.2|. Reported procedure: To a solution consisting of 47 g. (0.22 mole) of 2-chloro-6-fluoro-3-methoxyquinoxaline dissolved in 1000 ml. of ethanol, there were added 27.6 g. (0.55 mole) of hydrazine hydrate (26.8 ml.). The resulting mixture was stirred at room temperature overnight (i.e., at ca. 20° C. for approximately 16 hours). An additional amount of hydrazine hydrate (9.0 ml.) was then added and the final reaction mixture was allowed to stir at room temperature for a period of four hours. At this point, the precipita... As a reaction SMILES: Cl.[Cl:2][C:3]1[CH:9]=[C:8]([CH3:10])[C:6]([NH2:7])=[C:5]([CH3:11])[CH:4]=1.Cl.[N:13]1[CH:18]=[CH:17][CH:16]=[CH:15][C:14]=1[C:19]1[CH2:20][CH2:21][NH:22][CH2:23][CH:24]=1.[C:25](=[O:28])([O-])[O-].[Na+].[Na+].N1C=CC=C[CH:32]=1>>[Cl:2][C:3]1[CH:9]=[C:8]([CH3:10])[C:6]([NH:7][C:25](=[O:28])[CH2:32][N:22]2[CH2:21][CH:20]=[C:19]([C:14]3[CH:15]=[CH:16][CH:17]=[CH:18][N:13]=3)[CH2:24][CH2:23]2)=[C:5]([CH3:11])[CH:4]=1 |f:0.1,2.3,4.5.6|. Procedure details: The title compound was prepared according to the method of Example 170 substituting 4-chloro-2,6-dimethylaniline hydrochloride in place of 2,6-diethylaniline; substituting 1′,2′,3′,6′-tetrahydro-[2,4′]bipyridinyl hydrochloride (Saari, W. S.; et al. J. Med. Chem. 1984, 27, 1182) in place of the product from Example 36C; and, adding one additional equivalent each of pyridine and sodium carbonate. The purification also employed 0.1% aqueous trifluoroacetic acid in place of aqueous ammonium acetate ... The reactants are Cl.ClC1=CC(=C(N)C(=C1)C)C (4-chloro-2,6-dimethylaniline hydrochloride), C([O-])([O-])=O.[Na+].[Na+] (sodium carbonate), N1=CC=CC=C1 (pyridine), Cl.N1=C(C=CC=C1)C=1CCNCC1 (1′,2′,3′,6′-tetrahydro-[2,4′]bipyridinyl hydrochloride). Product: ClC1=CC(=C(C(=C1)C)NC(CN1CCC(=CC1)C1=NC=CC=C1)=O)C (N-(4-chloro-2,6-dimethylphenyl)-2-(3′,6′-dihydro-2,4′-bipyridin-1′(2′H)-yl)acetamide). The reactants are C1(=CC=CC=C1)CN[C@H](CO)C ((2S)-2-[(phenylmethyl)amino]-1-propanol), C(=O)([O-])[O-].[K+].[K+] (K2CO3), ClCC(=O)Cl (chloroacetyl chloride), [OH-].[Na+] (NaOH), ClCC(=O)Cl (chloroacetyl chloride). The solvent is C1CCOC1 (THF), O (water). Run at temperature 0 celsius, time 1 hour. Product: C[C@H]1COCC(N1CC1=CC=CC=C1)=O ((5S)-5-methyl-4-(phenylmethyl)-3-morpholinone). Isolated yield 97.5%. Reaction SMILES: [C:1]1([CH2:7][NH:8][C@@H:9]([CH3:12])[CH2:10][OH:11])[CH:6]=[CH:5][CH:4]=[CH:3][CH:2]=1.C([O-])([O-])=O.[K+].[K+].Cl[CH2:20][C:21](Cl)=[O:22].[OH-].[Na+]>C1COCC1.O>[CH3:12][C@@H:9]1[N:8]([CH2:7][C:1]2[CH:6]=[CH:5][CH:4]=[CH:3][CH:2]=2)[C:21](=[O:22])[CH2:20][O:11][CH2:10]1 |f:1.2.3,5.6|. Reported procedure: To a solution of (2S)-2-[(phenylmethyl)amino]-1-propanol (10.52 g, 63.67 mmol) in THF (65 mL) was added a solution of K2CO3 (26.40 g, 191.0 mmol) in water (65 mL). The vigorously stirred mixture was cooled to 0° C., and chloroacetyl chloride (7.10 mL, 89.14 mmol) was added dropwise over 20 min. The mixture was stirred for 1 h, and then an additional portion of chloroacetyl chloride (0.500 mL, 6.278 mmol) was added dropwise. The mixture was stirred for 1 h, and then the mixture was adjusted to pH... Starting materials: BrC(C)C=1C=CC2=C(C(C(=CO2)C#N)=O)C1 (6-(1-bromoethyl)-4-oxo-4H-1-benzopyran-3-carbonitrile), C(C)(=O)[O-].[Na+] (sodium acetate), CN(C=O)C (dimethylformamide). Solvent: O (water). Conditions: temperature 70 celsius, time 50 minute. Product: C(C)(=O)OC(C)C=1C=CC2=C(C(C(=CO2)C#N)=O)C1 (6-(1-acetoxy-ethyl)-4-oxo-4H-1-benzopyran-3-carbonitrile). As a reaction SMILES: Br[CH:2]([C:4]1[CH:5]=[CH:6][C:7]2[O:12][CH:11]=[C:10]([C:13]#[N:14])[C:9](=[O:15])[C:8]=2[CH:16]=1)[CH3:3].[C:17]([O-:20])(=[O:19])[CH3:18].[Na+].CN(C)C=O>O>[C:17]([O:20][CH:2]([C:4]1[CH:5]=[CH:6][C:7]2[O:12][CH:11]=[C:10]([C:13]#[N:14])[C:9](=[O:15])[C:8]=2[CH:16]=1)[CH3:3])(=[O:19])[CH3:18] |f:1.2|. Reported procedure: A mixture of 5.56 parts of 6-(1-bromoethyl)-4-oxo-4H-1-benzopyran-3-carbonitrile, 1.640 parts of anhydrous sodium acetate and 8 parts by volume of dimethylformamide is heated at 70° C under stirring for 50 minutes. After cooling, the reaction mixture is poured into 100 parts by volume of water to give precipitates, which are collected and recrystallized from ethanol and subsequently ethyl acetate. The procedure yields 2.90 parts of 6-(1-acetoxy-ethyl)-4-oxo-4H-1-benzopyran-3-carbonitrile. Meltin... Starting materials: BrC=1C(=CSC1)C(O)C1=CC(=CC=C1)Cl ((4-bromo-3-thienyl)(3-chlorophenyl)methanol), C(C)[SiH](CC)CC (triethylsilane), C(=O)(C(F)(F)F)O (TFA). The solvent is C(Cl)Cl (CH2Cl2). Run at time 30 minute. Product: BrC1=CSC=C1CC1=CC(=CC=C1)Cl (3-bromo-4-(3-chlorobenzyl)thiophene). RXN SMILES: [Br:1][C:2]1[C:3]([CH:7]([C:9]2[CH:14]=[CH:13][CH:12]=[C:11]([Cl:15])[CH:10]=2)O)=[CH:4][S:5][CH:6]=1.C([SiH](CC)CC)C.C(O)(C(F)(F)F)=O>C(Cl)Cl>[Br:1][C:2]1[C:3]([CH2:7][C:9]2[CH:14]=[CH:13][CH:12]=[C:11]([Cl:15])[CH:10]=2)=[CH:4][S:5][CH:6]=1. Procedure details: To (4-bromo-3-thienyl)(3-chlorophenyl)methanol from Example 3, Step 1 (144 mg, 0.474 mmol) in CH2Cl2 (1 mL) at 0° C., were successively added triethylsilane (303 μL, 1.90 mmol), quickly and TFA (364 μL, 4.74 mmol) dropwise. After 30 min., the reaction was concentrated to dryness and the residue was dissovled in CHCl3 and washed with 5% aq. NaHCO3. The aqueous layer was extracted with CHCl3 and the combined organics were washed with water and brine, dried (Na2SO4) and concentrated. The crude prod... Reactants: ClC=1C=C(C=CC1OC(C)C)C1=NC(=NS1)C=1C(=C(C=CC1)CC=O)OC ([3-(5-{3-chloro-4-[(1-methylethyl)oxy]phenyl}-1,2,4-thiadiazol-3-yl)-2-(methyloxy)phenyl]acetaldehyde), N1CCC(CC1)C(=O)OCC (ethyl 4-piperidinecarboxylate), C(C)(=O)O[BH-](OC(C)=O)OC(C)=O.[Na+] (sodium triacetoxyborohydride). Reagents/catalysts: CC(=O)O (HOAc). Solvent: ClCCl (Dichloromethane). Reaction conditions: time 20 minute. The product is ClC=1C=C(C=CC1OC(C)C)C1=NC(=NS1)C=1C(=C(C=CC1)CCN1CCC(CC1)C(=O)OCC)OC (ethyl 1-{2-[3-(5-{3-chloro-4-[(1-methylethyl)oxy]phenyl}-1,2,4-thiadiazol-3-yl)-2-(methyloxy)phenyl]ethyl}-4-piperidinecarboxylate). Isolated yield 32.8%. RXN SMILES: [Cl:1][C:2]1[CH:3]=[C:4]([C:12]2[S:16][N:15]=[C:14]([C:17]3[C:18]([O:26][CH3:27])=[C:19]([CH2:23][CH:24]=O)[CH:20]=[CH:21][CH:22]=3)[N:13]=2)[CH:5]=[CH:6][C:7]=1[O:8][CH:9]([CH3:11])[CH3:10].[NH:28]1[CH2:33][CH2:32][CH:31]([C:34]([O:36][CH2:37][CH3:38])=[O:35])[CH2:30][CH2:29]1.C(O[BH-](OC(=O)C)OC(=O)C)(=O)C.[Na+]>ClCCl.CC(O)=O>[Cl:1][C:2]1[CH:3]=[C:4]([C:12]2[S:16][N:15]=[C:14]([C:17]3[C:18]([O:26][CH3:27])=[C:19]([CH2:23][CH2:24][N:28]4[CH2:33][CH2:32][CH:31]([C:34]([O:36][CH2:37][CH3:38])=[O:35])[CH2:30][CH2:29]4)[CH:20]=[CH:21][CH:22]=3)[N:13]=2)[CH:5]=[CH:6][C:7]=1[O:8][CH:9]([CH3:11])[CH3:10] |f:2.3|. Procedure: To a mixture of [3-(5-{3-chloro-4-[(1-methylethyl)oxy]phenyl}-1,2,4-thiadiazol-3-yl)-2-(methyloxy)phenyl]acetaldehyde (D103) (87.6 mg, 0.217 mmol) and ethyl 4-piperidinecarboxylate (137 mg, 0.870 mmol) in Dichloromethane (DCM) (5 mL) was added 3 drops of HOAc. The mixture was stirred at room temperature for 20 min. Then sodium triacetoxyborohydride (92 mg, 0.435 mmol) was added to the reaction mixture. The reaction mixture was stirred at room temperature overnight (16 h). The reaction was quench...